This data is from the Open Reaction Database (ORD), a public repository of structured organic reaction records. The task is: describe an organic reaction: reactants, conditions, products, and yield Reactants: Cl (HCl), C1CCOC1 (THF), [H-].[H-].[H-].[H-].[Li+].[Al+3] (LiAlH4), C1CCOC1 (THF), CC1=CC=CC=2N(CCCSC21)N=O (9-methyl-5-nitroso-2,3,4,5-tetrahydro-1,5-benzothiazepine). Solvent: CCOCC (Et2O), CCOC(=O)C (EtOAc). Conditions: temperature 23 celsius, time 1 hour. Product: Cl.CC1=CC=CC=2N(CCCSC21)N (9-methyl-3,4-dihydro-1,5-benzothiazepin-5(2H)-amine hydrochloride). Yield: 80.0%. As a reaction SMILES: C1COCC1.[H-].[H-].[H-].[H-].[Li+].[Al+3].[CH3:12][C:13]1[C:23]2[S:22][CH2:21][CH2:20][CH2:19][N:18]([N:24]=O)[C:17]=2[CH:16]=[CH:15][CH:14]=1.[ClH:26]>CCOC(C)=O.CCOCC>[ClH:26].[CH3:12][C:13]1[C:23]2[S:22][CH2:21][CH2:20][CH2:19][N:18]([NH2:24])[C:17]=2[CH:16]=[CH:15][CH:14]=1 |f:1.2.3.4.5.6,11.12|. Reported procedure: To a 1.0 M THF solution of LiAlH4 (2.3 mL, 2.3 mmol) cooled to ˜10° C. was added dropwise via cannula over 3 min (internal temperature <25° C.) a THF solution (2.3 mL) of 9-methyl-5-nitroso-2,3,4,5-tetrahydro-1,5-benzothiazepine (crude, 470 mg, 2.3 mmol). The cooling bath was removed once the addition was finished, and the reaction was maintained at 25° C. to 32° C. for 1.5 h. H2O (0.1 mL) was added cautiously over 5 min, followed by THF (40 mL), aqueous NaOH solution (15%, 0.1 mL), and again H2... Starting materials: C(C)(C)C1=CC=C(C=C1)C=1N=C(SC1)N(CC=1SC=CC1)CC1=C(C#N)C=CC=C1 (2-({[4-(4-Isopropyl-phenyl)-thiazol-2-yl]-thiophen-2-ylmethyl-amino}-methyl)-benzonitrile), [Cl-].[NH4+] (ammonium chloride), [N-]=[N+]=[N-].[Na+] (sodium azide). The product is C(C)(C)C1=CC=C(C=C1)C=1N=C(SC1)N(CC=1SC=CC1)CC1=C(C=CC=C1)C1=NN=NN1 ([4-(4-Isopropyl-phenyl)-thiazol-2-yl]-[2-(1H-tetrazol-5-yl)-benzyl]-thiophen-2-ylmethyl-amine). Yield: 4.1%. Reaction SMILES: [CH:1]([C:4]1[CH:9]=[CH:8][C:7]([C:10]2[N:11]=[C:12]([N:15]([CH2:22][C:23]3[CH:30]=[CH:29][CH:28]=[CH:27][C:24]=3[C:25]#[N:26])[CH2:16][C:17]3[S:18][CH:19]=[CH:20][CH:21]=3)[S:13][CH:14]=2)=[CH:6][CH:5]=1)([CH3:3])[CH3:2].[Cl-].[NH4+].[N-:33]=[N+:34]=[N-:35].[Na+]>>[CH:1]([C:4]1[CH:5]=[CH:6][C:7]([C:10]2[N:11]=[C:12]([N:15]([CH2:22][C:23]3[CH:30]=[CH:29][CH:28]=[CH:27][C:24]=3[C:25]3[NH:35][N:34]=[N:33][N:26]=3)[CH2:16][C:17]3[S:18][CH:19]=[CH:20][CH:21]=3)[S:13][CH:14]=2)=[CH:8][CH:9]=1)([CH3:3])[CH3:2] |f:1.2,3.4|. Reported procedure: [4-(4-Isopropyl-phenyl)-thiazol-2-yl]-[2-(1H-tetrazol-5-yl)-benzyl]-thiophen-2-ylmethyl-amine (6.0 mg) was prepared following general procedure H from the corresponding nitrile (130 mg, 0.31 mmol), ammonium chloride (3.1 mmol) and sodium azide (3.1 mmol). Purification (Silica gel, methanol/DCM 3:97) provided the product. LCMS m/z: 474 (M+1)+. Reactants: C1(=CC=CC=C1)C1CO1 (phenyl-ethylene oxide), NC(COC=1C=C(C(C(=O)N)=CC1)O)C (4-(2-amino-propoxy)-salicylamide). The solvent is CC(C)O (2-propanol). Product: C(N)(=O)C1=C(C=C(OCC(C)NCC(C2=CC=CC=C2)O)C=C1)O (α-[N-[2-(4-carbamoyl-3-hydroxy-phenoxy)-1-methyl-ethyl]-aminomethyl]-benzyl alcohol). RXN SMILES: [C:1]1([CH:7]2[O:9][CH2:8]2)[CH:6]=[CH:5][CH:4]=[CH:3][CH:2]=1.[NH2:10][CH:11]([CH3:24])[CH2:12][O:13][C:14]1[CH:15]=[C:16]([OH:23])[C:17](=[CH:21][CH:22]=1)[C:18]([NH2:20])=[O:19]>CC(O)C>[C:18]([C:17]1[CH:21]=[CH:22][C:14]([O:13][CH2:12][CH:11]([NH:10][CH2:8][CH:7]([OH:9])[C:1]2[CH:2]=[CH:3][CH:4]=[CH:5][CH:6]=2)[CH3:24])=[CH:15][C:16]=1[OH:23])(=[O:19])[NH2:20]. Procedure: A mixture of 0,96 g of phenyl-ethylene oxide and 2.1 g of 4-(2-amino-propoxy)-salicylamide in 25 ml of 2-propanol is refluxed for 15 hours. The reaction mixture is then evaporated, the residue is partitioned between 10 ml of water and 100 ml of ethyl acetate and the organic phase is washed three times with water. On drying over magnesium sulfate and evaporating the organic phase, crude α-[N-[2-(4-carbamoyl-3-hydroxy-phenoxy)-1-methyl-ethyl]-aminomethyl]-benzyl alcohol is obtained and this is rec... The reactants are C=CCC(C=CC(=O)OC)CO[Si](C)(C)C(C)(C)C, CO, [Li+], C1CCOC1, [OH-], O, O. The product is C=CCC(C=CC(=O)O)CO[Si](C)(C)C(C)(C)C. Reaction SMILES: [C:4]([CH3:5])([CH3:6])([CH3:7])[Si:8]([O:9][CH2:10][CH:11]([CH:12]=[CH:13][C:14](=[O:15])[O:16][CH3:17])[CH2:18][CH:19]=[CH2:20])([CH3:21])[CH3:22].[CH3:24][OH:25].[Li+:3].[O:26]1[CH2:27][CH2:28][CH2:29][CH2:30]1.[OH-:2].[OH2:1].[OH2:23]>>[C:4]([CH3:5])([CH3:6])([CH3:7])[Si:8]([O:9][CH2:10][CH:11]([CH:12]=[CH:13][C:14](=[O:15])[OH:16])[CH2:18][CH:19]=[CH2:20])([CH3:21])[CH3:22]. Starting materials: [Al+3], CC(=O)OCC[Si]([Si](C)(C)C)([Si](C)(C)C)[Si](C)(C)C, [H-], [H-], [H-], [H-], [Li+], [Na+], C1CCOC1, [OH-], O. The product is C[Si](C)(C)[Si](CCO)([Si](C)(C)C)[Si](C)(C)C. Reaction SMILES: [Al+3:2].[C:7](=[O:8])([CH3:9])[O:10][CH2:11][CH2:12][Si:13]([Si:14]([CH3:15])([CH3:16])[CH3:17])([Si:18]([CH3:19])([CH3:20])[CH3:21])[Si:22]([CH3:23])([CH3:24])[CH3:25].[H-:1].[H-:4].[H-:5].[H-:6].[Li+:3].[Na+:28].[O:29]1[CH2:30][CH2:31][CH2:32][CH2:33]1.[OH-:27].[OH2:26]>>[OH:10][CH2:11][CH2:12][Si:13]([Si:14]([CH3:15])([CH3:16])[CH3:17])([Si:18]([CH3:19])([CH3:20])[CH3:21])[Si:22]([CH3:23])([CH3:24])[CH3:25]. The reactants are C1=C(C=CC2=CC=CC=C12)S(=O)(=O)Cl (beta-naphthalene-sulphonyl chloride), solution, C(CCC)[Li] (butyllithium), N1C(CCC1)=O (2-pyrrolidinone). The solvent is CCCCCC (hexane), O1CCCC1 (tetrahydrofuran). Conditions: temperature -10 celsius, time 25 minute. The product is C1=C(C=CC2=CC=CC=C12)S(=O)(=O)N1C(CCC1)=O (1-(2-naphthylsulphonyl)-2-pyrrolidinone). Isolated yield 58.0%. Reaction SMILES: C([Li])CCC.[NH:6]1[CH2:10][CH2:9][CH2:8][C:7]1=[O:11].[CH:12]1[C:21]2[C:16](=[CH:17][CH:18]=[CH:19][CH:20]=2)[CH:15]=[CH:14][C:13]=1[S:22](Cl)(=[O:24])=[O:23]>CCCCCC.O1CCCC1>[CH:12]1[C:21]2[C:16](=[CH:17][CH:18]=[CH:19][CH:20]=2)[CH:15]=[CH:14][C:13]=1[S:22]([N:6]1[CH2:10][CH2:9][CH2:8][C:7]1=[O:11])(=[O:23])=[O:24]. Reported procedure: 15.6 cm3 of a 1.6M solution of butyllithium in hexane is added to 2.13 g of 2-pyrrolidinone in solution in 80 cm3 of tetrahydrofuran, cooled to -10° C., maintaining the temperature between -5° C. and +5° C. After agitation at -5° C. for 25 minutes, 6.12 g of beta-naphthalene-sulphonyl chloride is added, without exceeding 0° C. The whole is then left to return to ambient temperature. The solvent is evaporated off under reduced pressure, the residue is taken up in ethyl acetate, and the lithium ch... The reactants are Cl.COC=1C=C(C=CC1OC)C1=CC=C(O1)C(OCC)=N (ethyl 5-(3,4-dimethoxyphenyl)-2-furimidate hydrochloride), C(CN)N (ethylenediamine). The solvent is C(C)O (ethanol). Reaction conditions: time 8 hour. Yields the product Cl.COC=1C=C(C=CC1OC)C1=CC=C(O1)C=1NCCN1 (2-[5-(3,4-dimethoxyphenyl)-2-furyl]imidazoline hydrochloride). Yield: 66.8%. RXN SMILES: [ClH:1].[CH3:2][O:3][C:4]1[CH:5]=[C:6]([C:12]2[O:16][C:15]([C:17](=[NH:21])OCC)=[CH:14][CH:13]=2)[CH:7]=[CH:8][C:9]=1[O:10][CH3:11].[CH2:22](N)[CH2:23][NH2:24]>C(O)C>[ClH:1].[CH3:2][O:3][C:4]1[CH:5]=[C:6]([C:12]2[O:16][C:15]([C:17]3[NH:21][CH2:22][CH2:23][N:24]=3)=[CH:14][CH:13]=2)[CH:7]=[CH:8][C:9]=1[O:10][CH3:11] |f:0.1,4.5|. Procedure: A mixture of 51 g (0.16 mole) of ethyl 5-(3,4-dimethoxyphenyl)-2-furimidate hydrochloride, 11 g (0.18 mole) of ethylenediamine, and 850 ml of absolute ethanol was refluxed for 5 hrs and then kept overnight at room temperature. The solid was recrystallized from acetic acid, washed with ether, and air dried to yield 33 g (65%) of 2-[5-(3,4-dimethoxyphenyl)-2-furyl]imidazoline hydrochloride. An analytical sample was prepared by recrystallizing a sample from methanol and drying in the vacuum pistol ... Reactants: C(=O)C1=CC=C(C#N)C=C1 (4-formyl-benzonitrile), COP(OC)(=O)CC(C)=O ((2-oxo-propyl)-phosphonic acid dimethyl ester), C(=O)([O-])[O-].[K+].[K+] (K2CO3). Run in O (H2O). Conditions: temperature 0 celsius. Product: O=C(/C=C/C1=CC=C(C#N)C=C1)C (4-((E)-3-Oxo-but-1-enyl)-benzonitrile). Isolated yield 71.9%. Reaction SMILES: [CH:1]([C:3]1[CH:10]=[CH:9][C:6]([C:7]#[N:8])=[CH:5][CH:4]=1)=O.COP([CH2:17][C:18](=[O:20])[CH3:19])(=O)OC.C([O-])([O-])=O.[K+].[K+]>O>[O:20]=[C:18]([CH3:19])/[CH:17]=[CH:1]/[C:3]1[CH:10]=[CH:9][C:6]([C:7]#[N:8])=[CH:5][CH:4]=1 |f:2.3.4|. Procedure details: A two necked flask was charged with 4-formyl-benzonitrile (20.0 g, 0.152 mol) and (2-oxo-propyl)-phosphonic acid dimethyl ester (30.4 g, 0.18 mol) and cooled down at 0° C. K2CO3 (42.16 g, 0.305 mol) in H2O (45 mL) was added dropwise. Stirring was continued over night at RT. The product was extracted with EtOAc, and the organic phase was dried over Na2SO4. Flash chromatography (SiO2, Heptane/EtOAc 1:1) afforded 18.7 g (72%) of the title compound as alight yellow solid.